From a dataset of the Open Reaction Database (ORD), a public repository of structured organic reaction records. describe an organic reaction: reactants, conditions, products, and yield Starting materials: Cl (hydrogen chloride), ClC=1C=C(C=CC1Cl)N1CC2CCCC(C1)N2C (3-(3,4-dichloro-phenyl)-9-methyl-3,9-diaza-bicyclo[3.3.1]nonane), ClC(COC(=O)Cl)(Cl)Cl (2,2,2-trichloroethylchloroformate), [OH-].[Na+] (sodium hydroxide). The reagents and catalysts are [Zn] (zinc). Solvent: O (Water), O (water), C(C)(=O)O (Acetic acid), C1(=CC=CC=C1)C (toluene), C(C)OCC (diethylether). Yields the product Cl.ClC=1C=C(C=CC1Cl)N1CC2CCCC(C1)N2 (3-(3,4-Dichloro-phenyl)-3,9-diaza-bicyclo[3.3.1]nonane hydrochloric acid salt). RXN SMILES: [Cl:1][C:2]1[CH:3]=[C:4]([N:9]2[CH2:16][CH:15]3[N:17](C)[CH:11]([CH2:12][CH2:13][CH2:14]3)[CH2:10]2)[CH:5]=[CH:6][C:7]=1[Cl:8].ClC(Cl)(Cl)COC(Cl)=O.[OH-].[Na+].Cl>C(OCC)C.[Zn].O.C(O)(=O)C.C1(C)C=CC=CC=1>[ClH:1].[Cl:1][C:2]1[CH:3]=[C:4]([N:9]2[CH2:16][CH:15]3[NH:17][CH:11]([CH2:12][CH2:13][CH2:14]3)[CH2:10]2)[CH:5]=[CH:6][C:7]=1[Cl:8] |f:2.3,10.11|. Reported procedure: A mixture of 3-(3,4-dichloro-phenyl)-9-methyl-3,9-diaza-bicyclo[3.3.1]nonane (0.50 g, 1.75 mmol), 2,2,2-trichloroethylchloroformate (1.11 g, 5.26 mmol) and toluene (30 ml) was stirred at reflux for 15 h. Water (30 ml) was added and the phases were separated. The organic phase was evaporated. Acetic acid (10 ml) and water (10 ml) and zinc powder (0.57 g, 8.8 mmol) was added. The mixture was stirred for 15 h. Aqueous sodium hydroxide (20 ml, 1 M) was added followed by extraction with dichlorometha... Starting materials: O=C(C)C=C(C)C (mesityl oxide), O.O.O.O.O.O.O.O.[OH-].[Ba+2].[OH-] (barium hydroxide octahydrate), OCCC(C)=O (4-hydroxy-2-butanone). The reagents and catalysts are [Cl-].C(C1=CC=CC=C1)[N+](CC)(CC)CC (benzyltriethylammonium chloride). Reaction conditions: temperature 80 celsius, time 30 minute. Yields the product CC1=CC(=O)C(=C(C)C)CC1 (piperitenone). Isolated yield 62.0%. As a reaction SMILES: O=[C:2]([CH:4]=[C:5]([CH3:7])[CH3:6])[CH3:3].[OH2:8].O.O.O.O.O.O.O.[OH-].[Ba+2].[OH-].O[CH2:20][CH2:21][C:22](=O)[CH3:23]>[Cl-].C([N+](CC)(CC)CC)C1C=CC=CC=1>[CH3:23][C:22]1[CH2:3][CH2:2][C:4](=[C:5]([CH3:7])[CH3:6])[C:20](=[O:8])[CH:21]=1 |f:1.2.3.4.5.6.7.8.9.10.11,13.14|. Procedure details: A 688 ml (6.0 mol) portion of mesityl oxide was put into a one liter capacity four neck flask and mixed with 6.30 g (0.02 mol) of barium hydroxide octahydrate and 2.28 g (10 mmol) of benzyltriethylammonium chloride, and the mixture was heated to 80° C. To this was added dropwise 172 ml (2.0 mol) of 4-hydroxy-2-butanone spending 1 hour while keeping at 80° C. After completion of the dropwise addition, this was stirred for 30 minutes and then the reaction solution was distilled under a reduced pre... Reactants: COCC1OC(OC(C)=O)C(OC(C)=O)C1OC(C)=O, ClC(Cl)Cl, Clc1nc(Cl)c2[nH]cnc2n1. Product: COCC1OC(n2cnc3c(Cl)nc(Cl)nc32)C(OC(C)=O)C1OC(C)=O. As a reaction SMILES: [CH3:1][O:2][CH2:3][CH:4]1[CH:5]([O:17][C:18]([CH3:19])=[O:20])[CH:6]([O:13][C:14]([CH3:15])=[O:16])[CH:7]([O:8][C:9](=[O:10])[CH3:11])[O:12]1.[CH:32]([Cl:33])([Cl:34])[Cl:35].[Cl:21][c:22]1[n:23][c:24]([Cl:31])[c:25]2[nH:26][cH:27][n:28][c:29]2[n:30]1>>[CH3:1][O:2][CH2:3][CH:4]1[CH:5]([O:17][C:18]([CH3:19])=[O:20])[CH:6]([O:13][C:14]([CH3:15])=[O:16])[CH:7]([n:28]2[cH:27][n:26][c:25]3[c:24]([Cl:31])[n:23][c:22]([Cl:21])[n:30][c:29]32)[O:12]1. The reactants are CCCCCC(CCCC(CCCCCCC(=O)OCC)C(=O)O)OC(C)=O, O=S(Cl)Cl, c1ccccc1. As a reaction SMILES: [C:1](=[O:2])([OH:3])[CH:4]([CH2:5][CH2:6][CH2:7][CH2:8][CH2:9][CH2:10][C:11](=[O:12])[O:13][CH2:14][CH3:15])[CH2:16][CH2:17][CH2:18][CH:19]([CH2:20][CH2:21][CH2:22][CH2:23][CH3:24])[O:25][C:26]([CH3:27])=[O:28].[S:29]([Cl:30])([Cl:31])=[O:32].[cH:33]1[cH:34][cH:35][cH:36][cH:37][cH:38]1>>[C:1](=[O:2])([CH:4]([CH2:5][CH2:6][CH2:7][CH2:8][CH2:9][CH2:10][C:11](=[O:12])[O:13][CH2:14][CH3:15])[CH2:16][CH2:17][CH2:18][CH:19]([CH2:20][CH2:21][CH2:22][CH2:23][CH3:24])[O:25][C:26]([CH3:27])=[O:28])[Cl:31]. Yields the product CCCCCC(CCCC(CCCCCCC(=O)OCC)C(=O)Cl)OC(C)=O. Reactants: FC1=CC=C(CN2N=CN(C2=O)C=2SC(=C(N2)C)C(=O)O)C=C1 (2-(1-(4-fluorobenzyl)-5-oxo-1H-1,2,4-triazol-4(5H)-yl)-4-methyl-thiazole-5-carboxylic acid), ClC1=CC=C(CN2C(N(CC2)C=2SC(=C(N2)C)C(=O)O)=O)C=C1 (2-(3-(4-chlorobenzyl)-2-oxoimidazolidin-1-yl)-4-methylthiazole-5-carboxylic acid). The product is ClC1=CC=C(CN2C(N(CC2)C=2SC(=C(N2)C)C(=O)N)=O)C=C1 (2-(3-(4-chlorobenzyl)-2-oxoimidazolidin-1-yl)-4-methylthiazole-5-carboxamide). As a reaction SMILES: FC1C=CC(C[N:7]2C(=O)N(C3SC(C(O)=O)=C(C)N=3)C=N2)=CC=1.[Cl:24][C:25]1[CH:46]=[CH:45][C:28]([CH2:29][N:30]2[CH2:34][CH2:33][N:32]([C:35]3[S:36][C:37]([C:41](O)=[O:42])=[C:38]([CH3:40])[N:39]=3)[C:31]2=[O:44])=[CH:27][CH:26]=1>>[Cl:24][C:25]1[CH:46]=[CH:45][C:28]([CH2:29][N:30]2[CH2:34][CH2:33][N:32]([C:35]3[S:36][C:37]([C:41]([NH2:7])=[O:42])=[C:38]([CH3:40])[N:39]=3)[C:31]2=[O:44])=[CH:27][CH:26]=1. Procedure: Following the procedure as described in Example 1, making variations as required to replace 2-(1-(4-fluorobenzyl)-5-oxo-1H-1,2,4-triazol-4(5H)-yl)-4-methyl-thiazole-5-carboxylic acid with 2-(3-(4-chlorobenzyl)-2-oxoimidazolidin-1-yl)-4-methylthiazole-5-carboxylic acid, the title compound was obtained as a colorless solid: mp >200° C.; 1H NMR (300 MHz, DMSO-d6) δ 7.46-7.37 (m, 6H), 4.47 (s, 2H), 4.03 (br s, 2H), 3.49-3.37 (m, 2H), 2.50 (s, 3H); MS (ES+) m/z 350.8 (M+1). Starting materials: S(=O)(=O)([O-])[O-].[Mn+2] (manganese sulfate), N[C@@H](CCC(=O)O)C(=O)O (glutamic acid). Run in C(C)O (ethanol). Conditions: time 5 hour. Yields the product S(=O)(=O)([O-])[O-].N[C@@H](CCC(=O)[O-])C(=O)[O-].[Mn+4] (Manganese Glutamate Sulfate). RXN SMILES: [S:1]([O-:5])([O-:4])(=[O:3])=[O:2].[Mn+2:6].[NH2:7][C@H:8]([C:14]([OH:16])=[O:15])[CH2:9][CH2:10][C:11]([OH:13])=[O:12]>C(O)C>[S:1]([O-:5])([O-:4])(=[O:3])=[O:2].[NH2:7][C@H:8]([C:14]([O-:16])=[O:15])[CH2:9][CH2:10][C:11]([O-:13])=[O:12].[Mn+4:6] |f:0.1,4.5.6|. Procedure details: 15.1 grams (0.1 Mole) of manganese sulfate, 28 grams (0.1 Mole) of glutamic acid and 100 ml ethanol were placed into a beaker provided with a reflux condenser. The mixture was stirred and boiled for 5 hours. The mixture was then cooled and thereafter filtered yielding 43.1 grams of manganese glutamate sulfate complex in the form of a fine white (slightly pink) powder. Starting materials: FC1=CC=C(C=C1)C(=C(C=CC=O)C=1N=NN(N1)CC)C1=CC=C(C=C1)F (5,5-bis(4-fluorophenyl)-4-(2-ethyl-2H-tetrazol-5-yl)-2,4-pentadienal), C(CC(=O)C)(=O)OCC (ethyl acetoacetate). Solvent: O1CCCC1 (tetrahydrofuran). Run at temperature -40 celsius, time 30 minute. Yields the product FC1=CC=C(C=C1)C(=C(C=CC(CC(CC(=O)OCC)=O)O)C=1N=NN(N1)CC)C1=CC=C(C=C1)F (Ethyl 9,9-bis(4-fluorophenyl)-5-hydroxy-8-(2-ethyl-2H-tetrazol-5-yl)-3-oxo-6,8-nonadienoate). RXN SMILES: [F:1][C:2]1[CH:7]=[CH:6][C:5]([C:8]([C:21]2[CH:26]=[CH:25][C:24]([F:27])=[CH:23][CH:22]=2)=[C:9]([C:14]2[N:15]=[N:16][N:17]([CH2:19][CH3:20])[N:18]=2)[CH:10]=[CH:11][CH:12]=[O:13])=[CH:4][CH:3]=1.[C:28]([O:34][CH2:35][CH3:36])(=[O:33])[CH2:29][C:30]([CH3:32])=[O:31]>O1CCCC1>[F:1][C:2]1[CH:3]=[CH:4][C:5]([C:8]([C:21]2[CH:26]=[CH:25][C:24]([F:27])=[CH:23][CH:22]=2)=[C:9]([C:14]2[N:15]=[N:16][N:17]([CH2:19][CH3:20])[N:18]=2)[CH:10]=[CH:11][CH:12]([OH:13])[CH2:32][C:30](=[O:31])[CH2:29][C:28]([O:34][CH2:35][CH3:36])=[O:33])=[CH:6][CH:7]=1. Reported procedure: To a solution of 5,5-bis(4-fluorophenyl)-4-(2-ethyl-2H-tetrazol-5-yl)-2,4-pentadienal (2.0 g) in 20 mL of tetrahydrofuran at -40° C. was added 6.9 mL of 0.8M (5.5 mmoles) freshly prepared solution of ethyl acetoacetate dianion [described in Example 10]. The solution was stirred at -40° C. for 30 minutes and then allowed to warm to -10° C. After a total of one hour, the reaction was quenched with 1N HCl. The mixture was extracted with chloroform, dried over MgSO4 and concentrated in vacuo. The re...